describe an organic reaction: reactants, conditions, products, and yield From a dataset of the Open Reaction Database (ORD), a public repository of structured organic reaction records. Reactants: C=C1CN(C(=O)OCC)CCc2sccc21, CCO. Yields the product CCOC(=O)N1CCc2sccc2C(C)C1. RXN SMILES: [CH2:1]=[C:2]1[c:3]2[c:4]([s:14][cH:15][cH:16]2)[CH2:5][CH2:6][N:7]([C:9](=[O:10])[O:11][CH2:12][CH3:13])[CH2:8]1.[CH3:17][CH2:18][OH:19]>>[CH3:1][CH:2]1[c:3]2[c:4]([s:14][cH:15][cH:16]2)[CH2:5][CH2:6][N:7]([C:9](=[O:10])[O:11][CH2:12][CH3:13])[CH2:8]1. The reactants are BrC=1N=C2C(=NC1)N(C=C2C(=O)NC(C)(C)C)COCC[Si](C)(C)C (2-bromo-N-tert-butyl-5-((2-(trimethylsilyl)ethoxy)methyl)-5H-pyrrolo[2,3-b]pyrazine-7-carboxamide), FC(C1=CC=C2C=NNC2=C1)(F)F (6-(trifluoromethyl)-1H-indazole), CC(C)([O-])C.[Na+] (sodium tert-butoxide). Reagents/catalysts: CC(C)([P](C(C)(C)C)([Pd][P](C(C)(C)C)(C(C)(C)C)C(C)(C)C)C(C)(C)C)C (bis(tri-tert-butylphosphine)palladium(0)). The solvent is O1CCOCC1 (dioxane). Conditions: temperature 125 celsius. The product is C(C)(C)(C)NC(=O)C1=CN(C2=NC=C(N=C21)N2N=CC1=CC=C(C=C21)C(F)(F)F)COCC[Si](C)(C)C (N-tert-Butyl-2-(6-(trifluoromethyl)-1H-indazol-1-yl)-5-((2-(trimethylsilyl)ethoxy)methyl)-5H-pyrrolo[2,3-b]pyrazine-7-carboxamide). Yield: 49.1%. As a reaction SMILES: Br[C:2]1[N:3]=[C:4]2[C:10]([C:11]([NH:13][C:14]([CH3:17])([CH3:16])[CH3:15])=[O:12])=[CH:9][N:8]([CH2:18][O:19][CH2:20][CH2:21][Si:22]([CH3:25])([CH3:24])[CH3:23])[C:5]2=[N:6][CH:7]=1.[F:26][C:27]([F:38])([F:37])[C:28]1[CH:36]=[C:35]2[C:31]([CH:32]=[N:33][NH:34]2)=[CH:30][CH:29]=1.CC(C)([O-])C.[Na+]>O1CCOCC1.CC(C)([P](C(C)(C)C)([Pd][P](C(C)(C)C)(C(C)(C)C)C(C)(C)C)C(C)(C)C)C>[C:14]([NH:13][C:11]([C:10]1[C:4]2[C:5](=[N:6][CH:7]=[C:2]([N:34]3[C:35]4[C:31](=[CH:30][CH:29]=[C:28]([C:27]([F:26])([F:38])[F:37])[CH:36]=4)[CH:32]=[N:33]3)[N:3]=2)[N:8]([CH2:18][O:19][CH2:20][CH2:21][Si:22]([CH3:25])([CH3:24])[CH3:23])[CH:9]=1)=[O:12])([CH3:17])([CH3:16])[CH3:15] |f:2.3,^1:53,59|. Reported procedure: To a stirred solution of 2-bromo-N-tert-butyl-5-((2-(trimethylsilyl)ethoxy)methyl)-5H-pyrrolo[2,3-b]pyrazine-7-carboxamide (180 mg, 421 μmol) and 6-(trifluoromethyl)-1H-indazole (78.4 mg, 421 μmol) in dioxane (2 mL) was added sodium tert-butoxide (89.0 mg, 927 μmol) and bis(tri-tert-butylphosphine)palladium(0) (21.5 mg, 42.1 μmol). The mixture was degassed then heated in sealed tube at 125° C. for two days. The mixture was cooled, filtered through celite, the cake washed with ethyl acetate, and ... Reaction SMILES: [F:1][C:2]1[CH:3]=[C:4]([CH:9]2[C:16]3[CH:15]=[C:14]([C:17]([O:19]C)=[O:18])[NH:13][C:12]=3[CH2:11][CH2:10]2)[CH:5]=[C:6]([F:8])[CH:7]=1.O.[OH-].[Li+].O>CO>[F:1][C:2]1[CH:3]=[C:4]([CH:9]2[C:16]3[CH:15]=[C:14]([C:17]([OH:19])=[O:18])[NH:13][C:12]=3[CH2:11][CH2:10]2)[CH:5]=[C:6]([F:8])[CH:7]=1 |f:1.2.3|. Run in CO (methanol). The reactants are FC=1C=C(C=C(C1)F)C1CCC=2NC(=CC21)C(=O)OC (methyl 4-(3,5-difluorophenyl)-1,4,5,6-tetrahydrocyclopenta[b]pyrrole-2-carboxylate), O.[OH-].[Li+] (lithium hydroxide monohydrate), O (water). The product is FC=1C=C(C=C(C1)F)C1CCC=2NC(=CC21)C(=O)O (4-(3,5-difluorophenyl)-1,4,5,6-tetrahydrocyclopenta[b]pyrrole-2-carboxylic acid). Reported procedure: The title compound was synthesized from methyl 4-(3,5-difluorophenyl)-1,4,5,6-tetrahydrocyclopenta[b]pyrrole-2-carboxylate (0.081 g, 0.29 mmol) and lithium hydroxide monohydrate (61 mg, 1.45 mmol), according to General Procedure 7. A 1:6 mixture of water and methanol (MeOH)(3.5 mL) was used. The resulting product was purified by chromatography over silica gel (gradient 0 to 100% EtOAc in heptane over 20 min) to give the title compound 40 mg. 1H NMR (400 MHz, METHANOL-d4) δ ppm 2.21 (ddt, 1H), 2.... Isolated yield 52.4%. Reactants: O1C(=CC2=C1CCCC2)C2=CC=C(C=C2)OCC2CO2 (4-(4,5,6,7-tetrahydrobenzofuran-2-yl)-1-(2,3-epoxypropoxy)benzene), ( i ), Cl.C1C(CCC2=CC=CC=C12)NCC(COC1=CC=C(C=C1)C=1OC2=C(C1)CCCC2)O (N-(1,2,3,4-tetrahydronaphth-2-yl)-2-hydroxy-3-[[4-(4,5,6,7-tetrahydrobenzofuran-2-yl)]phenoxy]propanamine hydrochloride). Solvent: C(C)O (ethanol). Yields the product NC1CC2=CC=CC=C2CC1 (2-aminotetralin). RXN SMILES: O1C2CCCCC=2C=C1C1C=CC(OCC2OC2)=CC=1.Cl.[CH2:22]1[C:31]2[C:26](=[CH:27][CH:28]=[CH:29][CH:30]=2)[CH2:25][CH2:24][CH:23]1[NH:32]CC(O)COC1C=CC(C2OC3CCCCC=3C=2)=CC=1>C(O)C>[NH2:32][CH:23]1[CH2:24][CH2:25][C:26]2[C:31](=[CH:30][CH:29]=[CH:28][CH:27]=2)[CH2:22]1 |f:1.2|. Procedure details: Following the procedure of Example 27, but starting from 4-(4,5,6,7-tetrahydrobenzofuran-2-yl)-1-(2,3-epoxypropoxy)benzene (27 g), obtained according to the teaching of U.S. Pat. No. 3,894,058, and 2-aminotetralin (14.85 g) in ethanol (150 ml), N-(1,2,3,4-tetrahydronaphth-2-yl)-2-hydroxy-3-[[4-(4,5,6,7-tetrahydrobenzofuran-2-yl)]phenoxy]propanamine hydrochloride is obtained ((i): R=H, Ar=radical 31 wherein Z is H, and the chain is attached to position 2 of the tetralin moiety). Starting materials: CC(C)(C)C[Zn+], C1CCOC1, [Cl-], ClCCl, CC(C)(C)OC(=O)NC(Cc1cc(F)cc(F)c1)C(O)CNC1CCOc2ccc(I)cc21. Yields the product CC(C)(C)Cc1ccc2c(c1)C(NCC(O)C(Cc1cc(F)cc(F)c1)NC(=O)OC(C)(C)C)CCO2. As a reaction SMILES: [CH2:2]([C:3]([CH3:4])([CH3:5])[CH3:6])[Zn+:7].[CH2:41]1[O:42][CH2:43][CH2:44][CH2:45]1.[Cl-:1].[Cl:46][CH2:47][Cl:48].[F:8][c:9]1[cH:10][c:11]([CH2:12][CH:13]([CH:14]([CH2:15][NH:16][CH:17]2[CH2:18][CH2:19][O:20][c:21]3[cH:22][cH:23][c:24]([I:27])[cH:25][c:26]32)[OH:28])[NH:29][C:30]([O:31][C:32]([CH3:33])([CH3:34])[CH3:35])=[O:36])[cH:37][c:38]([F:40])[cH:39]1>>[CH2:2]([C:3]([CH3:4])([CH3:5])[CH3:6])[c:24]1[cH:23][cH:22][c:21]2[c:26]([cH:25]1)[CH:17]([NH:16][CH2:15][CH:14]([CH:13]([CH2:12][c:11]1[cH:10][c:9]([F:8])[cH:39][c:38]([F:40])[cH:37]1)[NH:29][C:30]([O:31][C:32]([CH3:33])([CH3:34])[CH3:35])=[O:36])[OH:28])[CH2:18][CH2:19][O:20]2. Reactants: O=C(CC(=O)OC)CC (Methyl 3-oxopentanoate), FC(C1=CC=C(N)C=C1)(F)F (4-(trifluoromethyl)aniline). Solvent: C1(=CC=CC=C1)C (toluene). Conditions: temperature 0 celsius, time 10 minute. Product: FC(C1=CC=C(C=C1)NC(CC(CC)=O)=O)(F)F (N-[4-(trifluoromethyl)phenyl]-3-oxopentanoic acid amide). Isolated yield 57.0%. RXN SMILES: [O:1]=[C:2]([CH2:8][CH3:9])[CH2:3][C:4]([O:6]C)=O.[F:10][C:11]([F:20])([F:19])[C:12]1[CH:18]=[CH:17][C:15]([NH2:16])=[CH:14][CH:13]=1>C1(C)C=CC=CC=1>[F:10][C:11]([F:19])([F:20])[C:12]1[CH:13]=[CH:14][C:15]([NH:16][C:4](=[O:6])[CH2:3][C:2](=[O:1])[CH2:8][CH3:9])=[CH:17][CH:18]=1. Procedure details: Methyl 3-oxopentanoate 10.0 g (76.8 mmol) was heated to 115° C. and 4-(trifluoromethyl)aniline 12.83 g (79.6 mmol) was added dropwise thereto for 10 minutes. After stirring at the same temperature for 25 minutes, toluene (50 mL) was added and the resulting reaction solution was further heated and stirred for 12 hours. The reaction solution was cooled to 0° C. to precipitate a solid and subjected to vacuum filtration to obtain N-[4-(trifluoromethyl)phenyl]-3-oxopentanoic acid amide as a white sol... Starting materials: OC(C(C)C)(C=1N=CN(C1)C(C1=CC=CC=C1)(C1=CC=CC=C1)C1=CC=CC=C1)C=1C=C2C=CC(=CC2=CC1)C(=O)OC (methyl 6-(1-hydroxy-2-methyl-1-(1-trityl-1H-imidazol-4-yl)propyl)-2-naphthoate), [OH-].[Na+] (NaOH), OC(C(C)C)(C=1N=CN(C1)C(C1=CC=CC=C1)(C1=CC=CC=C1)C1=CC=CC=C1)C=1C=C2C=CC(=CC2=CC1)C(=O)O (6-(1-hydroxy-2-methyl-1-(1-trityl-1H-imidazol-4-yl)propyl)-2-naphthoic acid), crude mixture, C(C)(C)N (isopropylamine), ON1N=NC2=C1C=CC=C2 (1-hydroxybenzotriazole), Cl.CN(CCCN=C=NCC)C (1-(3-dimethylaminopropyl)-3-ethylcarbodiimide hydrochloride), C(C)(C)N(CC)C(C)C (diisopropylethylamine), Cl (HCl). Solvent: C1CCOC1 (THF), CO (methanol), O (water). Conditions: time 2 hour. Product: OC(C(C)C)(C=1N=CNC1)C=1C=C2C=CC(=CC2=CC1)C(=O)NC(C)C (6-[1-Hydroxy-1-(1H-imidazol-4-yl)-2-methylpropyl)-N-isopropyl-2-naphthamide). Reaction SMILES: [OH:1][C:2]([C:30]1[CH:31]=[C:32]2[C:37](=[CH:38][CH:39]=1)[CH:36]=[C:35]([C:40](OC)=[O:41])[CH:34]=[CH:33]2)([C:6]1[N:7]=[CH:8][N:9](C(C2C=CC=CC=2)(C2C=CC=CC=2)C2C=CC=CC=2)[CH:10]=1)[CH:3]([CH3:5])[CH3:4].[OH-].[Na+].Cl.O[C:48](C1C=C2C(=CC=1)C=C(C(O)=O)C=C2)([C:52]1[N:53]=CN(C(C2C=CC=CC=2)(C2C=CC=CC=2)C2C=CC=CC=2)[CH:56]=1)C(C)C.C(N)(C)C.ON1C2C=CC=CC=2N=N1.Cl.CN(C)CCCN=C=NCC.C(N(C(C)C)CC)(C)C>C1COCC1.O.CO>[OH:1][C:2]([C:30]1[CH:31]=[C:32]2[C:37](=[CH:38][CH:39]=1)[CH:36]=[C:35]([C:40]([NH:53][CH:52]([CH3:56])[CH3:48])=[O:41])[CH:34]=[CH:33]2)([C:6]1[N:7]=[CH:8][NH:9][CH:10]=1)[CH:3]([CH3:4])[CH3:5] |f:1.2,7.8|. Procedure details: To a solution of methyl 6-(1-hydroxy-2-methyl-1-(1-trityl-1H-imidazol-4-yl)propyl)-2-naphthoate (16.4 g) in THF (160 mL) was added methanol (35 mL) and 4N-NaOH (35 mL) at 60° C. The mixture was stirred for 2 h, neutralized with conc.HCl. The mixture was concentrated, diluted with water and extracted with ethyl acetate. The extract was concentrated to give crude mixture of 6-(1-hydroxy-2-methyl-1-(1-trityl-1H-imidazol-4-yl)propyl)-2-naphthoic acid. To a solution of the crude mixture was added iso... Reactants: CCCC[N+](CCCC)(CCCC)CCCC, [F-], C1CCOC1, O, OCCN1CCC(c2cc(-c3ccncc3)c(-c3ccc4c(c3)CCC4=NO)o2)CC1. The product is O=C1CCc2cc(-c3oc(C4CCN(CCO)CC4)cc3-c3ccncc3)ccc21. As a reaction SMILES: [CH3:33][CH2:34][CH2:35][CH2:36][N+:37]([CH2:38][CH2:39][CH2:40][CH3:41])([CH2:42][CH2:43][CH2:44][CH3:45])[CH2:46][CH2:47][CH2:48][CH3:49].[F-:32].[O:50]1[CH2:51][CH2:52][CH2:53][CH2:54]1.[OH2:55].[OH:1][CH2:2][CH2:3][N:4]1[CH2:5][CH2:6][CH:7]([c:10]2[cH:11][c:12](-[c:26]3[cH:27][cH:28][n:29][cH:30][cH:31]3)[c:13](-[c:15]3[cH:16][c:17]4[c:21]([cH:22][cH:23]3)[C:20](=[N:24][OH:25])[CH2:19][CH2:18]4)[o:14]2)[CH2:8][CH2:9]1>>[OH:1][CH2:2][CH2:3][N:4]1[CH2:5][CH2:6][CH:7]([c:10]2[cH:11][c:12](-[c:26]3[cH:27][cH:28][n:29][cH:30][cH:31]3)[c:13](-[c:15]3[cH:16][c:17]4[c:21]([cH:22][cH:23]3)[C:20](=[O:50])[CH2:19][CH2:18]4)[o:14]2)[CH2:8][CH2:9]1. Starting materials: C[S-].[Na+] (sodium methanethiolate), ClC=1C=C(C=O)C=CC1F (3-chloro-4-fluorobenzaldehyde), O (Water). The solvent is CN(C=O)C (N,N-dimethylformamide). Conditions: time 16 hour. Yields the product ClC=1C=C(C=O)C=CC1SC (3-chloro-4-(methylsulfanyl)benzaldehyde). Isolated yield 57.1%. As a reaction SMILES: [Cl:1][C:2]1[CH:3]=[C:4]([CH:7]=[CH:8][C:9]=1F)[CH:5]=[O:6].[CH3:11][S-:12].[Na+].O>CN(C)C=O>[Cl:1][C:2]1[CH:3]=[C:4]([CH:7]=[CH:8][C:9]=1[S:12][CH3:11])[CH:5]=[O:6] |f:1.2|. Procedure details: A solution of 3-chloro-4-fluorobenzaldehyde (50.0 g) in N,N-dimethylformamide (350 mL) was cooled to −10° C., and sodium methanethiolate (25 g) was added. The reaction solution was warmed to room temperature, and stirred at room temperature for 16 hr. Water was added to the reaction mixture, and the mixture was extracted with ethyl acetate. The extract was washed successively with water and saturated brine, dried over anhydrous magnesium sulfate and concentrated under reduced pressure. The resid...